From a dataset of the Open Reaction Database (ORD), a public repository of structured organic reaction records. describe an organic reaction: reactants, conditions, products, and yield Reactants: resultant mixture, [N+](=O)([O-])C=1C=C(C=CC1)O (3-nitrophenol), BrC1=NC(=CC=C1)Br (2,6-dibromopyridine), C([O-])([O-])=O.[Na+].[Na+] (sodium carbonate). Run in CN1C(CCC1)=O (1-methyl-2-pyrrolidinone). Yields the product [N+](=O)([O-])C=1C=C(OC2=NC(=CC=C2)OC2=CC(=CC=C2)[N+](=O)[O-])C=CC1 (2,6-bis(3-nitrophenoxy)pyridine). The yield is 93.4%. Reaction SMILES: [N+:1]([C:4]1[CH:5]=[C:6]([OH:10])[CH:7]=[CH:8][CH:9]=1)([O-:3])=[O:2].Br[C:12]1[CH:17]=[CH:16][CH:15]=[C:14](Br)[N:13]=1.[C:19](=[O:22])([O-])[O-].[Na+].[Na+]>CN1CCCC1=O>[N+:1]([C:4]1[CH:5]=[C:6]([CH:7]=[CH:8][CH:9]=1)[O:10][C:12]1[CH:17]=[CH:16][CH:15]=[C:14]([O:22][C:19]2[CH:7]=[CH:8][CH:9]=[C:4]([N+:1]([O-:3])=[O:2])[CH:5]=2)[N:13]=1)([O-:3])=[O:2] |f:2.3.4|. Procedure: A reaction vessel equipped with a stirrer was charged with 15.3 grams (0.11 mol) of 3-nitrophenol, 11.9 grams (0.05 mol) of 2,6-dibromopyridine, 8.5 grams (0.08 mol) of anhydrous sodium carbonate and 100 ml of 1-methyl-2-pyrrolidinone. The mixture was elevated its temperature with stirring under ventilation of nitrogen and reacted at 160°-175° C. for 15 hours. After ending the reaction, the resultant mixture was treated by the same procedure as in Example 11 to give 16.5 grams (93.4% yield) of 2...